This data is from the Open Reaction Database (ORD), a public repository of structured organic reaction records. The task is: describe an organic reaction: reactants, conditions, products, and yield The product is FC1=CC=C(CC2=NN=C/3N2CCC\C3=C/C3=CC(=C(C=C3)N3C=NC(=C3)C)OC)C=C1 (3-(4-fluorobenzyl)-8-{1-[3-methoxy-4-(4-methyl-1H-imidazol-1-yl)phenyl]-(E)-methylidene}-5,6,7,8-tetrahydro[1,2,4]triazolo[4,3-a]pyridine). The reactants are C1(=CC=CC=C1)P(C1=CC=CC=C1)C1=CC=CC=C1 (Triphenylphosphine), O (water), N(=[N+]=[N-])CCC\C(=C/C1=CC(=C(C=C1)N1C=NC(=C1)C)OC)\C=1OC(=NN1)CC1=CC=C(C=C1)F (2-{4-azido-1-{1-[3-methoxy-4-(4-methyl-1H-imidazol-1-yl)phenyl]-(E)-methylidene}butyl}-5-(4-fluorobenzyl)[1,3,4]oxadiazole). Procedure: Triphenylphosphine (28 mg) and water (0.3 mL) were added to a solution of 2-{4-azido-1-{1-[3-methoxy-4-(4-methyl-1H-imidazol-1-yl)phenyl]-(E)-methylidene}butyl}-5-(4-fluorobenzyl)[1,3,4]oxadiazole (50 mg) in THF (5 mL), and the reaction solution was heated under reflux for four hours. The reaction solution was left to cool to room temperature and then concentrated under reduced pressure. A solution of the residue in acetic acid (2 mL) was heated under reflux for three hours. The reaction solutio... Reaction SMILES: C1(P(C2C=CC=CC=2)C2C=CC=CC=2)C=CC=CC=1.O.[N:21]([CH2:24][CH2:25][CH2:26]/[C:27](/[C:43]1O[C:45]([CH2:48][C:49]2[CH:54]=[CH:53][C:52]([F:55])=[CH:51][CH:50]=2)=[N:46][N:47]=1)=[CH:28]\[C:29]1[CH:34]=[CH:33][C:32]([N:35]2[CH:39]=[C:38]([CH3:40])[N:37]=[CH:36]2)=[C:31]([O:41][CH3:42])[CH:30]=1)=[N+]=[N-]>C1COCC1>[F:55][C:52]1[CH:53]=[CH:54][C:49]([CH2:48][C:45]2[N:21]3[CH2:24][CH2:25][CH2:26]/[C:27](=[CH:28]\[C:29]4[CH:34]=[CH:33][C:32]([N:35]5[CH:39]=[C:38]([CH3:40])[N:37]=[CH:36]5)=[C:31]([O:41][CH3:42])[CH:30]=4)/[C:43]3=[N:47][N:46]=2)=[CH:50][CH:51]=1. Yield: 88.2%. The solvent is C1CCOC1 (THF). Starting materials: C(C)(C)(C)OC(=O)N1CC2=NNC(=C2C1)N (3-amino-2,6-dihydro-4H-pyrrolo[3,4-c]pyrazole-5-carboxylic acid tert-butyl ester), C(C)C(C(C)=O)C(C)=O (3-ethyl-2,4-pentanedione), Cl (HCl). Run in CC(=O)O (AcOH). Reaction conditions: time 32 hour. Product: C(C)C1=C(N2N=C3C(=C2N=C1C)CNC3)C (6-ethyl-5,7-dimethyl-2,3-dihydro-1H-2,4,7a,8-tetraaza-cyclopenta[a]indene). Yield: 77.6%. As a reaction SMILES: C(OC([N:8]1[CH2:15][C:14]2[C:10](=[N:11][NH:12][C:13]=2[NH2:16])[CH2:9]1)=O)(C)(C)C.[CH2:17]([CH:19]([C:23](=O)[CH3:24])[C:20](=O)[CH3:21])[CH3:18].Cl>CC(O)=O>[CH2:23]([C:19]1[C:20]([CH3:21])=[N:16][C:13]2[N:12]([N:11]=[C:10]3[CH2:9][NH:8][CH2:15][C:14]3=2)[C:17]=1[CH3:18])[CH3:24]. Procedure: A mixture of 3-amino-2,6-dihydro-4H-pyrrolo[3,4-c]pyrazole-5-carboxylic acid tert-butyl ester (0.6 g; 2.68 mmol; 1 eq.) and 3-ethyl-2,4-pentanedione (0.36 mL; 2.68 mmol; 1 eq.) in AcOH (8 mL) was stirred at room temperature for 32 hours. Aq. 32% HCl (1.05 mL; 10.7 mmol; 4 eq.) was added and the resulting mixture stirred for a further 16 hours. After concentration in vacuo, the residue was triturated in MTBE and the precipitate filtered off and dried. The solid was taken up in ethyl acetate and w... Procedure details: 8.55 g of 2-(4'-methylphenyl)-7-phenyl-benzoxazole (produced by condensation of 2-amino-6-phenylphenol with 4-methyl-benzoyl chloride and subsequent cyclisation in o-dichlorobenzene in the presence of p-toluenesulfonic acid, melting point 144° to 145° C.) and 8.93 g of 4-phenylbenzaldehyde-4'-chloranil are dissolved, under nitrogen, in 150 ml of anhydrous dimethylformamide. After the addition of 6.72 g of pulverised potassium hydroxide, stirring is maintained for a further 15 minutes at room tem... The solvent is ClC1=C(C=CC=C1)Cl (o-dichlorobenzene). The reactants are NC1=C(C(=CC=C1)C1=CC=CC=C1)O (2-amino-6-phenylphenol), CC1=CC=C(C(=O)Cl)C=C1 (4-methyl-benzoyl chloride), C1(=CC=C(C=C1)S(=O)(=O)O)C (p-toluenesulfonic acid). Product: CC1=CC=C(C=C1)C=1OC2=C(N1)C=CC=C2C2=CC=CC=C2 (2-(4'-methylphenyl)-7-phenyl-benzoxazole), 4-phenylbenzaldehyde-4'-chloranil. Reaction SMILES: [NH2:1][C:2]1[CH:7]=[CH:6][CH:5]=[C:4]([C:8]2[CH:13]=[CH:12][CH:11]=[CH:10][CH:9]=2)[C:3]=1[OH:14].[CH3:15][C:16]1[CH:24]=[CH:23][C:19]([C:20](Cl)=O)=[CH:18][CH:17]=1.C1(C)C=CC(S(O)(=O)=O)=CC=1>ClC1C=CC=CC=1Cl>[CH3:15][C:16]1[CH:24]=[CH:23][C:19]([C:20]2[O:14][C:3]3[C:4]([C:8]4[CH:13]=[CH:12][CH:11]=[CH:10][CH:9]=4)=[CH:5][CH:6]=[CH:7][C:2]=3[N:1]=2)=[CH:18][CH:17]=1.